From a dataset of the Open Reaction Database (ORD), a public repository of structured organic reaction records. describe an organic reaction: reactants, conditions, products, and yield The reactants are solution, C(C)OC(C(=O)OCC)CC1=CC=C(C=C1)OCCN1C(=NC(=CC1=O)C1=CC=CC=C1)CC ((±) Ethyl 2-ethoxy-3-[4-[2-[2-ethyl-6-oxo-4-phenyl-1,6-dihydropyrimidin-1-yl]ethoxy]phenyl]propanoate), [OH-].[Na+] (NaOH). The solvent is O (H2O). Reaction conditions: temperature 25 celsius, time 1 hour. Yields the product C(C)OC(C(=O)O)CC1=CC=C(C=C1)OCCN1C(=NC(=CC1=O)C1=CC=CC=C1)CC ((±) 2-Ethoxy-3-[4-[2-[2-ethyl-6-oxo-4-phenyl-1,6-dihydropyrimidin-1-yl]ethoxy]phenyl]propanoic acid). The yield is 95.8%. RXN SMILES: [CH2:1]([O:3][CH:4]([CH2:10][C:11]1[CH:16]=[CH:15][C:14]([O:17][CH2:18][CH2:19][N:20]2[C:25](=[O:26])[CH:24]=[C:23]([C:27]3[CH:32]=[CH:31][CH:30]=[CH:29][CH:28]=3)[N:22]=[C:21]2[CH2:33][CH3:34])=[CH:13][CH:12]=1)[C:5]([O:7]CC)=[O:6])[CH3:2].[OH-].[Na+]>O>[CH2:1]([O:3][CH:4]([CH2:10][C:11]1[CH:12]=[CH:13][C:14]([O:17][CH2:18][CH2:19][N:20]2[C:25](=[O:26])[CH:24]=[C:23]([C:27]3[CH:32]=[CH:31][CH:30]=[CH:29][CH:28]=3)[N:22]=[C:21]2[CH2:33][CH3:34])=[CH:15][CH:16]=1)[C:5]([OH:7])=[O:6])[CH3:2] |f:1.2|. Reported procedure: To the methanolic (15 mL) solution of (±) ethyl-2-ethoxy-3-[4-[2-ethyl-6-oxo-4-phenyl-1,6-dihydropyrimidin-1-yl]ethoxy]phenyl]propanoate (420 mg, 0.909 mmol) obtained in example 1 was added NaOH (365 mg, 9.125 mmol) in H2O (10 mL), the mixture was stirred at 25° C. for 1 hr, evaporated the solvent under reduced pressure. The residue was added to 50 mL of cold water and washed with ethyl acetate (2×50 mL). The aqueous layer was acidified with 2N HCl and extracted with ethyl acetate (3×100 mL). Th... The reactants are FC=1C=C(C=CC1NC=1SC=CN1)C(C(=O)OCC)C (ethyl 2-[3-fluoro-4-(N-thiazol-2-ylamino)phenyl]propionate), CI (methyl iodide), resultant mixture, ( 2 ). Solvent: C(C)O (ethanol). Product: FC=1C=C(C=CC1N=C1SC=CN1C)C(C(=O)OCC)C (ethyl 2-[3-fluoro-4-(3-methyl-4-thiazolin -2-ylideneamino)phenyl]propionate). The yield is 58.5%. RXN SMILES: [F:1][C:2]1[CH:3]=[C:4]([CH:14]([CH3:20])[C:15]([O:17][CH2:18][CH3:19])=[O:16])[CH:5]=[CH:6][C:7]=1[NH:8][C:9]1[S:10][CH:11]=[CH:12][N:13]=1.[CH3:21]I>C(O)C>[F:1][C:2]1[CH:3]=[C:4]([CH:14]([CH3:20])[C:15]([O:17][CH2:18][CH3:19])=[O:16])[CH:5]=[CH:6][C:7]=1[N:8]=[C:9]1[N:13]([CH3:21])[CH:12]=[CH:11][S:10]1. Reported procedure: A mixture of ethyl 2-[3-fluoro-4-(N-thiazol-2-ylamino)phenyl]propionate (11.l g), methyl iodide (44.5 ml) and ethanol (44.5 ml) is heated at 50°-55° C for 48 hours. The resultant mixture is treated in the same manner as in Example (1) and (2) to give ethyl 2-[3-fluoro-4-(3-methyl-4-thiazolin -2-ylideneamino)phenyl]propionate (6.8 g). (Yield 58.5 %). Starting materials: CC[SiH](CC)CC, COc1ccc(CN2C(=O)CN(Cc3ccncc3)S2(=O)=O)cc1, O=C(O)C(F)(F)F, O. Yields the product O=C(O)C(F)(F)F, O=C1CN(Cc2ccncc2)S(=O)(=O)N1. RXN SMILES: [CH2:32]([SiH:33]([CH2:34][CH3:35])[CH2:36][CH3:37])[CH3:38].[CH3:1][O:2][c:3]1[cH:4][cH:5][c:6]([CH2:7][N:8]2[S:9](=[O:21])(=[O:22])[N:10]([CH2:14][c:15]3[cH:16][cH:17][n:18][cH:19][cH:20]3)[CH2:11][C:12]2=[O:13])[cH:23][cH:24]1.[F:25][C:26]([C:27](=[O:28])[OH:29])([F:30])[F:31].[OH2:39]>>[F:25][C:26]([C:27](=[O:28])[OH:29])([F:30])[F:31].[NH:8]1[S:9](=[O:21])(=[O:22])[N:10]([CH2:14][c:15]2[cH:16][cH:17][n:18][cH:19][cH:20]2)[CH2:11][C:12]1=[O:13]. The reactants are C(#C)C=1C=NN2C1N=C(C=C2C(F)(F)F)C2=CC=C(C=C2)C(F)(F)F (3-ethynyl-7-trifluoromethyl-5-(4-trifluoromethyl-phenyl)-pyrazolo[1,5-a]pyrimidine), OCCN(S(=O)(=O)C=1C=NC=C(C1)Br)CCO (5-bromo-pyridine-3-sulfonic acid bis-(2-hydroxy-ethyl)-amide). The product is OCCN(S(=O)(=O)C=1C=NC=C(C1)C#CC=1C=NN2C1N=C(C=C2C(F)(F)F)C2=CC=C(C=C2)C(F)(F)F)CCO (5-[7-Trifluoromethyl-5-(4-trifluoromethyl-phenyl)-pyrazolo[1,5-a]pyrimidin-3-ylethynyl]-pyridine-3-sulfonic acid bis-(2-hydroxy-ethyl)-amide), solid. The yield is 29.0%. RXN SMILES: [C:1]([C:3]1[CH:4]=[N:5][N:6]2[C:11]([C:12]([F:15])([F:14])[F:13])=[CH:10][C:9]([C:16]3[CH:21]=[CH:20][C:19]([C:22]([F:25])([F:24])[F:23])=[CH:18][CH:17]=3)=[N:8][C:7]=12)#[CH:2].[OH:26][CH2:27][CH2:28][N:29]([CH2:40][CH2:41][OH:42])[S:30]([C:33]1[CH:34]=[N:35][CH:36]=[C:37](Br)[CH:38]=1)(=[O:32])=[O:31]>>[OH:26][CH2:27][CH2:28][N:29]([CH2:40][CH2:41][OH:42])[S:30]([C:33]1[CH:34]=[N:35][CH:36]=[C:37]([C:2]#[C:1][C:3]2[CH:4]=[N:5][N:6]3[C:11]([C:12]([F:14])([F:13])[F:15])=[CH:10][C:9]([C:16]4[CH:21]=[CH:20][C:19]([C:22]([F:25])([F:24])[F:23])=[CH:18][CH:17]=4)=[N:8][C:7]=23)[CH:38]=1)(=[O:32])=[O:31]. Reported procedure: The title compound was prepared from 3-ethynyl-7-trifluoromethyl-5-(4-trifluoromethyl-phenyl)-pyrazolo[1,5-a]pyrimidine (example C.1) (388 mg, 1.1 mmol) and 5-bromo-pyridine-3-sulfonic acid bis-(2-hydroxy-ethyl)-amide (example B.5) (325 mg, 1.0 mmol) according to general procedure II. Obtained as a yellow solid (160 mg, 29%). MS (ISP) 600.2 [(M+H)+]; mp 173-178° C. The reactants are CCCCI, CCOC(=O)C=Cc1ccc(O)c(OC)c1. The product is CCCCOc1ccc(C=CC(=O)OCC)cc1OC. As a reaction SMILES: [CH2:17]([CH2:18][CH2:19][CH3:20])[I:21].[OH:1][c:2]1[c:3]([O:15][CH3:16])[cH:4][c:5]([CH:6]=[CH:7][C:8](=[O:9])[O:10][CH2:11][CH3:12])[cH:13][cH:14]1>>[O:1]([c:2]1[c:3]([O:15][CH3:16])[cH:4][c:5]([CH:6]=[CH:7][C:8](=[O:9])[O:10][CH2:11][CH3:12])[cH:13][cH:14]1)[CH2:17][CH2:18][CH2:19][CH3:20]. Starting materials: [OH-].[Na+] (sodium hydroxide), S(=O)(=O)(O)O.CSC(N)=N (2-methyl-2-thiopseudourea sulfate), ClC(=S)OC (methyl chlorothioformate). The solvent is O (water). Reaction conditions: time 1 hour. Product: 47, NC(SC)=NC(OC)=S (methyl N-(1-amino-1-methylthiomethylene)thiocarbamate). As a reaction SMILES: S(O)(O)(=O)=O.[CH3:6][S:7][C:8](=[NH:10])[NH2:9].Cl[C:12]([O:14][CH3:15])=[S:13].[OH-].[Na+]>O>[NH2:10][C:8](=[N:9][C:12](=[S:13])[O:14][CH3:15])[S:7][CH3:6] |f:0.1,3.4|. Procedure details: To 69.5 parts 2-methyl-2-thiopseudourea sulfate and 110 parts methyl chlorothioformate in 500 ml. of water is added dropwise at 0°-5°C. 120 parts 50% sodium hydroxide. The reaction mixture is stirred at 0°-5°C. for 1 hour and then at room temperature for 2 hours. The solution is extracted with methylene chloride. The methylene chloride extract is then dried and the solvent evaporated on a rotary evaporator to give 47 parts of methyl N-(1-amino-1-methylthiomethylene)thiocarbamate melting at 75°-7... Starting materials: [Mn](=O)(=O)(=O)[O-].[K+] (potassium permanganate), C(C)C1C(C(NC(=N1)C1=CC=CC=C1)O)C (6-ethyl-5-methyl-4-hydroxy-2-phenyl-3,4,5,6-tetrahydropyrimidine), CC(=O)C (acetone), N1CNCC=C1 (tetrahydropyrimidine). The solvent is C(C)O (ethanol). Run at temperature 35 celsius, time 20 hour. Yields the product C(C)C1C(C(N=C(N1)C1=CC=CC=C1)=O)C (6-ethyl-5-methyl-2-phenyl-5,6-dihydropyrimidin-4-one). Yield: 60.1%. Reaction SMILES: [CH2:1]([CH:3]1[N:8]=[C:7]([C:9]2[CH:14]=[CH:13][CH:12]=[CH:11][CH:10]=2)[NH:6][CH:5]([OH:15])[CH:4]1[CH3:16])[CH3:2].CC(C)=O.N1C=CCNC1.[Mn]([O-])(=O)(=O)=O.[K+]>C(O)C>[CH2:1]([CH:3]1[NH:8][C:7]([C:9]2[CH:14]=[CH:13][CH:12]=[CH:11][CH:10]=2)=[N:6][C:5](=[O:15])[CH:4]1[CH3:16])[CH3:2] |f:3.4|. Procedure details: A mixture of 6.58 g (30.6 mmol) of 6-ethyl-5-methyl-4-hydroxy-2-phenyl-3,4,5,6-tetrahydropyrimidine and 300 mL of acetone was warmed to 35° C. for 1 hour to help dissolve the tetrahydropyrimidine. A cloudy solution resulted. The solution was cooled to 10° C. and 14.0 g (25.3 mmol) of potassium permanganate was added, in batches. The mixture was stirred at room temperature for 20 hours then 50 mL of absolute ethanol was added and the reaction mixture was stirred for an additional 1.25 hours. The ... Starting materials: COC(=O)N=C=S, CC(C)=O, N#CSc1ccc(N)c([N+](=O)[O-])c1. The product is COC(=O)NC(=S)Nc1ccc(SC#N)cc1[N+](=O)[O-]. Reaction SMILES: [CH3:14][O:15][C:16](=[O:17])[N:18]=[C:19]=[S:20].[CH3:21][C:22](=[O:23])[CH3:24].[NH2:1][c:2]1[c:3]([N+:11](=[O:12])[O-:13])[cH:4][c:5]([S:8][C:9]#[N:10])[cH:6][cH:7]1>>[NH:1]([c:2]1[c:3]([N+:11](=[O:12])[O-:13])[cH:4][c:5]([S:8][C:9]#[N:10])[cH:6][cH:7]1)[C:19]([NH:18][C:16]([O:15][CH3:14])=[O:17])=[S:20].